Task: describe an organic reaction: reactants, conditions, products, and yield. Dataset: the Open Reaction Database (ORD), a public repository of structured organic reaction records Reactants: O(C1=CC=CC=C1)CCOCC1=CC=C(OCC2CO2)C=C1 (1-[4-(2-phenoxyethoxymethyl)phenoxy]-2,3-epoxypropane), NCCOC1=C(C=C(C=C1)C=1CCC(NN1)=O)Cl (6-[4-(2-aminoethoxy)-3-chloro-phenyl]-4,5-dihydro-3-(2H)-pyridazinone). Yields the product O(C1=CC=CC=C1)CCOCC1=CC=C(OCC(CNCCOC2=C(C=C(C=C2)C=2CCC(NN2)=O)Cl)O)C=C1 (6-[4-[2-[3-(4-(2-Phenoxyethoxy-methyl)phenoxy)-2-hydroxypropylamino]ethoxy]-3-chloro-phenyl]-4,5-dihydro-3(2H)-pyridazinone). RXN SMILES: [O:1]([CH2:8][CH2:9][O:10][CH2:11][C:12]1[CH:22]=[CH:21][C:15]([O:16][CH2:17][CH:18]2[O:20][CH2:19]2)=[CH:14][CH:13]=1)[C:2]1[CH:7]=[CH:6][CH:5]=[CH:4][CH:3]=1.[NH2:23][CH2:24][CH2:25][O:26][C:27]1[CH:32]=[CH:31][C:30]([C:33]2[CH2:34][CH2:35][C:36](=[O:39])[NH:37][N:38]=2)=[CH:29][C:28]=1[Cl:40]>>[O:1]([CH2:8][CH2:9][O:10][CH2:11][C:12]1[CH:22]=[CH:21][C:15]([O:16][CH2:17][CH:18]([OH:20])[CH2:19][NH:23][CH2:24][CH2:25][O:26][C:27]2[CH:32]=[CH:31][C:30]([C:33]3[CH2:34][CH2:35][C:36](=[O:39])[NH:37][N:38]=3)=[CH:29][C:28]=2[Cl:40])=[CH:14][CH:13]=1)[C:2]1[CH:7]=[CH:6][CH:5]=[CH:4][CH:3]=1. Procedure details: Prepared analogously to Example 1 from 1-[4-(2-phenoxyethoxymethyl)phenoxy]-2,3-epoxypropane and 6-[4-(2-aminoethoxy)-3-chloro-phenyl]-4,5-dihydro-3-(2H)-pyridazinone. Reactants: NC1[C@@H]2N(C(=C(CS2)CSC2=C(C(=NC=3N2N=C(N3)OC)C)C)C(=O)O)C1=O (7-amino-3-[(2-methoxy- methyl-5-methyl-s-triazolo[1,5-a]pyrimidin-7-yl)thio -methyl]-3-cephem-4-carboxylic acid), CO (methanol), C1(=CC=CC=C1)C(=[N+]=[N-])C1=CC=CC=C1 (diphenyldiazomethane), C(C1=CC=CC=C1)(C1=CC=CC=C1)=NN (benzophenonehydrazone), mercuric oxide. Solvent: CCOCC (ether), C(Cl)Cl (methylene chloride), C(Cl)Cl (methylene chloride), CCCCCC (n-hexane). Reaction conditions: time 8 hour. The product is NC1[C@@H]2N(C(=C(CS2)CSC2=CC(=NC=3N2N=C(N3)COC)C)C(=O)OC(C3=CC=CC=C3)C3=CC=CC=C3)C1=O (diphenylmethyl 7-amino-3-[(2-methoxymethyl-5-methyl-s-triazolo[1,5-a]pyrimidin-7-yl)thiomethyl]-3-cephem-4-carboxylate). Reaction SMILES: [NH2:1][CH:2]1[C:27](=[O:28])[N:4]2[C:5]([C:24]([OH:26])=[O:25])=[C:6]([CH2:9][S:10][C:11]3[N:16]4[N:17]=[C:18](OC)[N:19]=[C:15]4[N:14]=[C:13]([CH3:22])[C:12]=3C)[CH2:7][S:8][C@H:3]12.[CH3:29][OH:30].[C:31]1([C:37]([C:40]2[CH:45]=[CH:44][CH:43]=[CH:42][CH:41]=2)=[N+]=[N-])[CH:36]=[CH:35][CH:34]=[CH:33][CH:32]=1.[C:46](=NN)(C1C=CC=CC=1)C1C=CC=CC=1>C(Cl)Cl.CCOCC.CCCCCC>[NH2:1][CH:2]1[C:27](=[O:28])[N:4]2[C:5]([C:24]([O:26][CH:37]([C:40]3[CH:45]=[CH:44][CH:43]=[CH:42][CH:41]=3)[C:31]3[CH:36]=[CH:35][CH:34]=[CH:33][CH:32]=3)=[O:25])=[C:6]([CH2:9][S:10][C:11]3[N:16]4[N:17]=[C:18]([CH2:29][O:30][CH3:46])[N:19]=[C:15]4[N:14]=[C:13]([CH3:22])[CH:12]=3)[CH2:7][S:8][C@H:3]12. Procedure details: To a suspension comprising 30 g of 7-amino-3-[(2-methoxy- methyl-5-methyl-s-triazolo[1,5-a]pyrimidin-7-yl)thio -methyl]-3-cephem-4-carboxylic acid, 170 ml of methanol and 510 ml of methylene chloride was added dropwise while stirring diphenyldiazomethane, which had been synthesized from 39.25 g of benzophenonehydrazone, 43.22 g of mercuric oxide (yellow) and 350 ml of n-hexane, in 50 ml of methylene chloride, and the mixture was stirred at room temperature overnight. After the reaction mixture w... Starting materials: CC(=O)OCC(=O)C1=CCC2C3CCC4=CC(=O)C=CC4(C)C34OC4CC12C, ClCCl, C1CCOC1, F. The product is CC(=O)OCC(=O)C1=CCC2C3CCC4=CC(=O)C=CC4(C)C3(F)C(O)CC12C. RXN SMILES: [C:1]([CH3:2])(=[O:3])[O:4][CH2:5][C:6]([C:7]1=[CH:8][CH2:9][CH:10]2[CH:11]3[CH2:12][CH2:13][C:14]4=[CH:15][C:16](=[O:27])[CH:17]=[CH:18][C:19]4([CH3:20])[C:21]34[CH:22]([CH2:23][C:24]12[CH3:25])[O:26]4)=[O:28].[CH2:30]([Cl:31])[Cl:32].[CH2:33]1[O:34][CH2:35][CH2:36][CH2:37]1.[FH:29]>>[C:1]([CH3:2])(=[O:3])[O:4][CH2:5][C:6]([C:7]1=[CH:8][CH2:9][CH:10]2[CH:11]3[CH2:12][CH2:13][C:14]4=[CH:15][C:16](=[O:27])[CH:17]=[CH:18][C:19]4([CH3:20])[C:21]3([F:29])[CH:22]([OH:26])[CH2:23][C:24]12[CH3:25])=[O:28]. The reactants are ClC1=C(C(=O)O)C=CC=C1F (2-chloro-3-fluorobenzoic acid), FC(C1=NC=C(C=N1)C1(CCOCC1)CN)(F)F ((4-(2-(trifluoromethyl)pyrimidin-5-yl)tetrahydro-2H-pyran-4-yl)methanamine). Product: ClC1=C(C(=O)NCC2(CCOCC2)C=2C=NC(=NC2)C(F)(F)F)C=CC=C1F (2-chloro-3-fluoro-N-((4-(2-(trifluoromethyl)pyrimidin-5-yl)tetrahydro-2H-pyran-4-yl)methyl)benzamide). As a reaction SMILES: [Cl:1][C:2]1[C:10]([F:11])=[CH:9][CH:8]=[CH:7][C:3]=1[C:4]([OH:6])=O.[F:12][C:13]([F:29])([F:28])[C:14]1[N:19]=[CH:18][C:17]([C:20]2([CH2:26][NH2:27])[CH2:25][CH2:24][O:23][CH2:22][CH2:21]2)=[CH:16][N:15]=1>>[Cl:1][C:2]1[C:10]([F:11])=[CH:9][CH:8]=[CH:7][C:3]=1[C:4]([NH:27][CH2:26][C:20]1([C:17]2[CH:18]=[N:19][C:14]([C:13]([F:29])([F:28])[F:12])=[N:15][CH:16]=2)[CH2:25][CH2:24][O:23][CH2:22][CH2:21]1)=[O:6]. Reported procedure: From 2-chloro-3-fluorobenzoic acid and (4-(2-(trifluoromethyl)pyrimidin-5-yl)tetrahydro-2H-pyran-4-yl)methanamine. LCMS (MH+): m/z=418.1, tR (minutes, Method F)=2.24 The reactants are CC(C)(C)O, C1CCOC1, CC=C(C)C, CC(C#N)(Cn1nc2cc(Cl)cc(C=O)c2n1)NC(=O)c1ccc(OC(F)(F)F)cc1, [O-]Cl, [Na+], [Na+], O, O=P([O-])(O)O. Product: CC(C#N)(Cn1nc2cc(Cl)cc(C(=O)O)c2n1)NC(=O)c1ccc(OC(F)(F)F)cc1. RXN SMILES: [C:52]([OH:53])([CH3:54])([CH3:55])[CH3:56].[CH2:46]1[O:47][CH2:48][CH2:49][CH2:50]1.[CH3:32][C:33](=[CH:34][CH3:35])[CH3:36].[Cl:1][c:2]1[cH:3][c:4]([CH:30]=[O:31])[c:5]2[c:6]([n:7][n:8]([CH2:10][C:11]([CH3:12])([C:13]#[N:14])[NH:15][C:16]([c:17]3[cH:18][cH:19][c:20]([O:23][C:24]([F:25])([F:26])[F:27])[cH:21][cH:22]3)=[O:28])[n:9]2)[cH:29]1.[Cl:37][O-:38].[Na+:39].[Na+:45].[OH2:51].[P:40](=[O:41])([O-:42])([OH:43])[OH:44]>>[Cl:1][c:2]1[cH:3][c:4]([C:30](=[O:31])[OH:41])[c:5]2[c:6]([n:7][n:8]([CH2:10][C:11]([CH3:12])([C:13]#[N:14])[NH:15][C:16]([c:17]3[cH:18][cH:19][c:20]([O:23][C:24]([F:25])([F:26])[F:27])[cH:21][cH:22]3)=[O:28])[n:9]2)[cH:29]1. Reactants: CCOc1ccccc1NCC1CN(Cc2ccccc2)CCO1, CCO, Cl, Cl, [H][H], [Na+], [OH-], O. Yields the product Cl, CCOc1ccccc1NCC1CNCCO1. Reaction SMILES: [CH2:3]([c:4]1[cH:5][cH:6][cH:7][cH:8][cH:9]1)[N:10]1[CH2:11][CH:12]([CH2:16][NH:17][c:18]2[c:19]([O:24][CH2:25][CH3:26])[cH:20][cH:21][cH:22][cH:23]2)[O:13][CH2:14][CH2:15]1.[CH3:31][CH2:32][OH:33].[ClH:1].[ClH:2].[H:27][H:28].[Na+:30].[OH-:29].[OH2:34]>>[ClH:1].[NH:10]1[CH2:11][CH:12]([CH2:16][NH:17][c:18]2[c:19]([O:24][CH2:25][CH3:26])[cH:20][cH:21][cH:22][cH:23]2)[O:13][CH2:14][CH2:15]1. The solvent is CC(C)(CC(C)O)O (MPD), CC(C)(CC(C)O)O (2-methyl-2,4-pentanediol). Reported procedure: γ-Alumina support was prepared by utilizing a complexing agent-assisted sol gel method. 500 grams of aluminum isopropoxide (AIP) (98%+, Aldrich Chemical Company, Inc.) was dissolved in 600 ml of 2-methyl-2,4-pentanediol (MPD) (99% Aldrich Chemical Company, Inc) in a beaker. The resulting mixture was stirred vigorously with a mechanical polyethylene stirrer. Once the mixture was mixed homogenously, the beaker was placed in a constant temperature bath at a temperature of about 120° C. and stirred ... Yields the product [O-2].[O-2].[O-2].[Al+3].[Al+3] (γ-Alumina), [OH-].[Al+3].[OH-].[OH-] (aluminum hydroxide). Reaction SMILES: CC(C)[O-:3].[Al+3:5].CC(C)[O-:8].CC(C)[O-:12].CC([OH:17])C.[OH2:18]>CC(O)(CC(O)C)C>[O-2:3].[O-2:8].[O-2:12].[Al+3:5].[Al+3:5].[OH-:17].[Al+3:5].[OH-:18].[OH-:3] |f:0.1.2.3,7.8.9.10.11,12.13.14.15|. Reaction conditions: time 4 hour. Reactants: CC([O-])C.[Al+3].CC([O-])C.CC([O-])C (AIP), CC([O-])C.[Al+3].CC([O-])C.CC([O-])C (aluminum isopropoxide), CC(C)O (2-propanol), CC([O-])C.[Al+3].CC([O-])C.CC([O-])C (AIP), O (water). Starting materials: Cl.Cl.C(C)OC(CC1=CC(=C(C=C1)OC)C1=NC2=CC=CC=C2C=C1CNCC)=O ([3-(3-Ethylaminomethyl-quinolin-2-yl)-4-methoxy-phenyl]-acetic acid ethyl ester, dihydrochloride), C(C)(C)N(CC)C(C)C (diisopropylethylamine), C1(CC1)C(=O)Cl (Cyclopropanecarbonyl chloride). The solvent is C(Cl)Cl (CH2Cl2). Conditions: time 5 minute. Yields the product C(C)OC(CC1=CC(=C(C=C1)OC)C1=NC2=CC=CC=C2C=C1CN(CC)C(=O)C1CC1)=O ((3-{3-[(Cyclopropanecarbonyl-ethyl-amino)-methyl]-quinolin-2-yl}-4-methoxy-phenyl)-acetic acid ethyl ester). As a reaction SMILES: Cl.Cl.[CH2:3]([O:5][C:6](=[O:30])[CH2:7][C:8]1[CH:13]=[CH:12][C:11]([O:14][CH3:15])=[C:10]([C:16]2[C:25]([CH2:26][NH:27][CH2:28][CH3:29])=[CH:24][C:23]3[C:18](=[CH:19][CH:20]=[CH:21][CH:22]=3)[N:17]=2)[CH:9]=1)[CH3:4].C(N(C(C)C)CC)(C)C.[CH:40]1([C:43](Cl)=[O:44])[CH2:42][CH2:41]1>C(Cl)Cl>[CH2:3]([O:5][C:6](=[O:30])[CH2:7][C:8]1[CH:13]=[CH:12][C:11]([O:14][CH3:15])=[C:10]([C:16]2[C:25]([CH2:26][N:27]([C:43]([CH:40]3[CH2:42][CH2:41]3)=[O:44])[CH2:28][CH3:29])=[CH:24][C:23]3[C:18](=[CH:19][CH:20]=[CH:21][CH:22]=3)[N:17]=2)[CH:9]=1)[CH3:4] |f:0.1.2|. Procedure details: [3-(3-Ethylaminomethyl-quinolin-2-yl)-4-methoxy-phenyl]-acetic acid ethyl ester, dihydrochloride (0.40 g, 0.89 mmol) and diisopropylethylamine (1.0 mL, 5.74 mmol) were combined in CH2Cl2 (5 mL) and stirred for 5 minutes. Cyclopropanecarbonyl chloride (0.09 mL, 0.99 mmol) was added, and the reaction was stirred at room temperature until no starting material was seen by analytical LCMS. The mixture was partitioned between CH2Cl2 and saturated aqueous NaHCO3, and the aqueous layer was extracted wit...